Dataset: the Open Reaction Database (ORD), a public repository of structured organic reaction records. Task: describe an organic reaction: reactants, conditions, products, and yield Reactants: NC=1N(OC(C1)=O)C (3-amino-2-methyl-5(2H)-isoxazolone), BrC=1C=C(C=O)C=CC1F (3-bromo-4-fluoro-benzaldehyde), O1CC(CC(C1)=O)=O (2H-pyran-3,5(4H,6H)-dione). Run in C(C)O (ethyl alcohol). Yields the product BrC=1C=C(C=CC1F)C1C2=C(NC3=C1C(COC3)=O)N(OC2=O)C (4-(3-bromo-4-fluorophenyl)-1-methyl-4,9-dihydro-1H-isoxazolo[3,4-b]pyrano[4,3-e]pyridine-3,5(6H,8H)-dione). Isolated yield 22.8%. Reaction SMILES: [NH2:1][C:2]1[N:3]([CH3:8])[O:4][C:5](=[O:7])[CH:6]=1.[Br:9][C:10]1[CH:11]=[C:12]([CH:15]=[CH:16][C:17]=1[F:18])[CH:13]=O.[O:19]1[CH2:24][C:23](=O)[CH2:22][C:21](=[O:26])[CH2:20]1>C(O)C>[Br:9][C:10]1[CH:11]=[C:12]([CH:13]2[C:22]3[C:21](=[O:26])[CH2:20][O:19][CH2:24][C:23]=3[NH:1][C:2]3[N:3]([CH3:8])[O:4][C:5](=[O:7])[C:6]2=3)[CH:15]=[CH:16][C:17]=1[F:18]. Procedure details: The product from Example 45A (0.11 g, 1 mmol), 3-bromo-4-fluoro-benzaldehyde(0.2 g, 1 mmol), and 2H-pyran-3,5(4H,6H)-dione (0.11 g, 1 mmol) in ethyl alcohol (3 mL) were heated at 80° C. for 2 days in a sealed tube. The reaction mixture was allowed to cool to ambient temperature and was evaporated under reduced pressure. The residue was chromatographed eluting with 5% ethanol/dichloromethane to provide the title compound as a white solid (0.09 g). 1H NMR (300 MHz, DMSO-d6) δ 3.27 (s, 3H), 4.05 (s...